From a dataset of the Open Reaction Database (ORD), a public repository of structured organic reaction records. describe an organic reaction: reactants, conditions, products, and yield Starting materials: [Li]CCCC, Cc1cscn1, CC(C)CC=O, [H][H], [Li]. Yields the product Cc1csc(C(O)CC(C)C)n1. Reaction SMILES: [CH2:10]([Li:11])[CH2:12][CH2:13][CH3:14].[CH3:1][c:2]1[n:3][cH:4][s:5][cH:6]1.[CH:15]([CH2:16][CH:17]([CH3:18])[CH3:19])=[O:20].[H:7][H:8].[Li:9]>>[CH3:1][c:2]1[n:3][c:4]([CH:15]([CH2:16][CH:17]([CH3:18])[CH3:19])[OH:20])[s:5][cH:6]1. Starting materials: C(C1=CC=CC=C1)OC1=CC=C(C=C1)C=1OC(=C(N1)CCN1[C@@H](CCC1)C)C (2-(4-Benzyloxy-phenyl)-5-methyl-4-[2-(2-(R)-methyl-pyrrolidin-1-yl)-ethyl]-oxazole), C(C)O (ethanol). Reagents/catalysts: [Pd] (Pd/C). Reaction conditions: time 18 hour. Yields the product OC1=CC=C(C=C1)C=1OC(=C(N1)CC(=O)N1[C@@H](CCC1)C)C (2-[2-(4-Hydroxy-phenyl)-5-methyl-oxazol-4-yl]-1-(2-(R)-methyl-pyrrolidin-1-yl)-ethanone). The yield is 94.0%. RXN SMILES: C([O:8][C:9]1[CH:14]=[CH:13][C:12]([C:15]2[O:16][C:17]([CH3:28])=[C:18]([CH2:20][CH2:21][N:22]3[CH2:26][CH2:25][CH2:24][C@H:23]3[CH3:27])[N:19]=2)=[CH:11][CH:10]=1)C1C=CC=CC=1.C([OH:31])C>[Pd]>[OH:8][C:9]1[CH:14]=[CH:13][C:12]([C:15]2[O:16][C:17]([CH3:28])=[C:18]([CH2:20][C:21]([N:22]3[CH2:26][CH2:25][CH2:24][C@H:23]3[CH3:27])=[O:31])[N:19]=2)=[CH:11][CH:10]=1. Procedure: A mixture of 2-(4-Benzyloxy-phenyl)-5-methyl-4-[2-(2-(R)-methyl-pyrrolidin-1-yl)-ethyl]-oxazole (See Example 55) (0.48 g, 1.3 mmol) and 5% Pd/C (0.046 g) in absolute ethanol (25 mL) is shaken under a hydrogen atmosphere (65 psi) for 18 h. The mixture is filtered and concentrated to provide the title compound (0.35 g, 94%) as a yellow oil, which was used without purification. MS (m/e): 287.3 (M+1)